describe an organic reaction: reactants, conditions, products, and yield From a dataset of the Open Reaction Database (ORD), a public repository of structured organic reaction records. Starting materials: C(C)(C)NC(C)C (diisopropylamine), FC1=C(C(=C(C(=C1C1CO1)F)F)F)F ((+)-pentafluorostyrene oxide), C(C)OCC (diethyl ether), F (hydrogen fluoride), N(C(C)C)C(C)C ((i-Pr)2NH). The solvent is O (water). Run at time 30 hour. Yields the product FC(CO)C1=C(C(=C(C(=C1F)F)F)F)F ((+)-2-fluoro-2-(pentafluorophenyl)ethanol). Yield: 29.0%. Reaction SMILES: C(NC(C)C)(C)C.[FH:8].[F:9][C:10]1[C:15]([CH:16]2[O:18][CH2:17]2)=[C:14]([F:19])[C:13]([F:20])=[C:12]([F:21])[C:11]=1[F:22].C(OCC)C>O>[F:8][CH:16]([C:15]1[C:10]([F:9])=[C:11]([F:22])[C:12]([F:21])=[C:13]([F:20])[C:14]=1[F:19])[CH2:17][OH:18]. Procedure: A Teflon vessel containing 2.7 g (22.5 mmol) of diisopropylamine was cooled in a dry-ice methanol bath, and to this was added dropwise 1.8 g (90 mmol) of anhydrous hydrogen fluoride to prepare 4.5 g (22.5 mmol) of (i-Pr)2NH. 4HF. To this was added dropwise 3.15 g (15 mmol) of (+)-pentafluorostyrene oxide at 0° C. and the resulted mixture was stirred for 30 hours under N2 at room temperature. To this was added 30 ml of diethyl ether and 30 ml of water and the aqueous layer was extracted with 20 m... Starting materials: COC(COC1=C(C=C(C=C1)O)C)=O ((4-Hydroxy-2-methyl-phenoxy)-acetic acid methyl ester), 60, CN(CC#CC1=CC=C(C=C1)\C(=C/CO)\C1=CC=CC=C1)C ((Z)-3-[4-(3-dimethylamino-prop-1-ynyl)-phenyl]-3-phenyl-prop-2-en-1-ol), C(CCC)P(CCCC)CCCC (tributylphosphine), N(=NC(=O)N1CCCCC1)C(=O)N1CCCCC1 (1,1′-(azodicarbonyl)dipiperidine). Solvent: O1CCCC1 (tetrahydrofuran). Run at temperature 0 celsius, time 1.5 hour. Yields the product COC(COC1=C(C=C(C=C1)OC\C=C(/C1=CC=CC=C1)\C1=CC=C(C=C1)C#CCN(C)C)C)=O ((4-{(E)-3-[4-(3-dimethylamino-prop-1-ynyl)-phenyl]-3-phenyl-allyloxy}-2-methyl-phenoxy)-acetic acid methyl ester). RXN SMILES: [CH3:1][N:2]([CH3:22])[CH2:3][C:4]#[C:5][C:6]1[CH:11]=[CH:10][C:9](/[C:12](/[C:16]2[CH:21]=[CH:20][CH:19]=[CH:18][CH:17]=2)=[CH:13]\[CH2:14][OH:15])=[CH:8][CH:7]=1.C(P(CCCC)CCCC)CCC.N(C(N1CCCCC1)=O)=NC(N1CCCCC1)=O.[CH3:54][O:55][C:56](=[O:67])[CH2:57][O:58][C:59]1[CH:64]=[CH:63][C:62](O)=[CH:61][C:60]=1[CH3:66]>O1CCCC1>[CH3:54][O:55][C:56](=[O:67])[CH2:57][O:58][C:59]1[CH:64]=[CH:63][C:62]([O:15][CH2:14]/[CH:13]=[C:12](/[C:9]2[CH:10]=[CH:11][C:6]([C:5]#[C:4][CH2:3][N:2]([CH3:1])[CH3:22])=[CH:7][CH:8]=2)\[C:16]2[CH:17]=[CH:18][CH:19]=[CH:20][CH:21]=2)=[CH:61][C:60]=1[CH3:66]. Procedure: To a solution of the above alcohol (291 mg, 0.999 mmol) in dry tetrahydrofuran (30 mL) was added tributylphosphine (0.27 ml, 1.5 mmol). The mixture was cooled to 0° C. and added 1,1′-(azodicarbonyl)dipiperidine (377.5 mg, 1.5 mmol), and after 10 min (4-Hydroxy-2-methyl-phenoxy)-acetic acid methyl ester (2151 mg, 1.1 mmol) was added. After 1.5 hr at 0° C. the reaction was allowed to warm up to ambient temperature and stirred overnight. The reaction mixture was added silica gel Fluka 60 (10 g) and...